This data is from the Open Reaction Database (ORD), a public repository of structured organic reaction records. The task is: describe an organic reaction: reactants, conditions, products, and yield Starting materials: ClCC=1N(C2=C(C=NC=3C=CC=CC23)N1)C(CC(=O)OCC)C (ethyl 3-[2-(chloromethyl)-1H-imidazo[4,5-c]quinolin-1-yl]butanoate), N (ammonia). The solvent is CO (methanol). The product is CC1CC(NCC=2N1C1=C(C=NC3=CC=CC=C13)N2)=O (12-methyl-8,9,11,12-tetrahydro-10H-[1,4]diazepino[1′,2′:1,2]imidazo[4,5-c]quinolin-10-one). Reaction SMILES: Cl[CH2:2][C:3]1[N:4]([CH:16]([CH3:23])[CH2:17][C:18]([O:20]CC)=O)[C:5]2[C:14]3[CH:13]=[CH:12][CH:11]=[CH:10][C:9]=3[N:8]=[CH:7][C:6]=2[N:15]=1.[NH3:24]>CO>[CH3:23][CH:16]1[N:4]2[C:5]3[C:14]4[C:9](=[CH:10][CH:11]=[CH:12][CH:13]=4)[N:8]=[CH:7][C:6]=3[N:15]=[C:3]2[CH2:2][NH:24][C:18](=[O:20])[CH2:17]1. Procedure details: A solution of ethyl 3-[2-(chloromethyl)-1H-imidazo[4,5-c]quinolin-1-yl]butanoate (8.22 g, 24.8 mmol) in 7 N ammonia in methanol (140 mL) was stirred overnight at room temperature. The volatiles were removed under reduced pressure, and the residue was further dried under high vacuum and purified by automated flash chromatography (eluting with a gradient of dichloromethane/methanol/concentrated ammonium hydroxide in a gradient from 100:0:0 to 50:47.5:2.5) to provide 12-methyl-8,9,11,12-tetrahydro-... The reactants are CC(=O)C1CC(=S)N(C(C)=O)C1, CO, Cl. The product is CC(=O)C1CNC(=S)C1. RXN SMILES: [C:1](=[O:2])([CH3:3])[N:4]1[C:5](=[S:12])[CH2:6][CH:7]([C:9]([CH3:10])=[O:11])[CH2:8]1.[CH3:13][OH:14].[ClH:15]>>[NH:4]1[C:5](=[S:12])[CH2:6][CH:7]([C:9]([CH3:10])=[O:11])[CH2:8]1.